This data is from the Open Reaction Database (ORD), a public repository of structured organic reaction records. The task is: describe an organic reaction: reactants, conditions, products, and yield Reactants: N#Cc1ccc(C(=O)C(=O)O)cc1, N#Cc1ccc(-c2nn(-c3ccc(Cl)c(Cl)c3)c(=O)[nH]2)cc1, NNc1ccc(Cl)c(Cl)c1, Cl, Cl, O. The product is O=Cc1ccc(-c2nn(-c3ccc(Cl)c(Cl)c3)c(=O)[nH]2)cc1. RXN SMILES: [C:23]([c:24]1[cH:25][cH:26][c:27]([C:28](=[O:29])[C:30]([OH:31])=[O:33])[cH:32][cH:34]1)#[N:35].[Cl:1][c:2]1[cH:3][c:4](-[n:9]2[n:10][c:11](-[c:15]3[cH:16][cH:17][c:18]([C:19]#[N:20])[cH:21][cH:22]3)[nH:12][c:13]2=[O:14])[cH:5][cH:6][c:7]1[Cl:8].[Cl:37][c:38]1[cH:39][c:40]([NH:41][NH2:42])[cH:43][cH:44][c:45]1[Cl:46].[ClH:36].[ClH:47].[OH2:48]>>[Cl:1][c:2]1[cH:3][c:4](-[n:9]2[n:10][c:11](-[c:15]3[cH:16][cH:17][c:18]([CH:19]=[O:33])[cH:21][cH:22]3)[nH:12][c:13]2=[O:14])[cH:5][cH:6][c:7]1[Cl:8]. Reactants: F[B-](F)(F)F.O=[N+]=O (nitronium tetrafluoroborate), CC1=C(C=CC=C1)OC (2-Methylanisole), O (water). Solvent: ClCCl (dichloromethane). Reaction conditions: time 2 day. The product is CC1=C(C=CC(=C1)[N+](=O)[O-])OC (2-methyl-4-nitroanisole). RXN SMILES: [CH3:1][C:2]1[CH:7]=[CH:6][CH:5]=[CH:4][C:3]=1[O:8][CH3:9].F[B-](F)(F)F.[O:15]=[N+:16]=[O:17].O>ClCCl>[CH3:1][C:2]1[CH:7]=[C:6]([N+:16]([O-:17])=[O:15])[CH:5]=[CH:4][C:3]=1[O:8][CH3:9] |f:1.2|. Procedure: 2-Methylanisole (20 g) in 500 ml dichloromethane chilled in an ice bath is treated with 27.2 g of nitronium tetrafluoroborate and stirred two days. The mixture is poured into water, the layers are separated, and the aqueous phase is washed with dichloromethane. The combined organic layers are dried, filtered, stripped, and chromatographed on silica gel with 9:1 to 8:2 hexane:ethyl acetate to give 2-methyl-4-nitroanisole. NMR (CDCl3): δ2.3 (3H,s), 3.9 (3H,s), 6.9 (1H,d), 8.0 (1H,d), 8.1 (1H,d of ... Starting materials: C12C(C3CC(CC(C1)C3)C2)OCC2=CC(=C(C(=O)NS(=O)(=O)C)C=C2Cl)F (4-((adamantan-2-yloxy)methyl)-5-chloro-2-fluoro-N-(methylsulfonyl)benzamide), ClC=1C(=CC(=C(C(=O)NS(=O)(=O)C)C1)F)OCC12CC3C(C(CC(C1)C3)C2)(F)F (5-chloro-4-((4,4-difluoroadamantan-1-yl)methoxy)-2-fluoro-N-(methylsulfonyl)benzamide). The product is C1(CC1)C=1C(=CC(=C(C(=O)NS(=O)(=O)C)C1)F)OCC12CC3C(C(CC(C1)C3)C2)(F)F (5-cyclopropyl-4-((4,4-difluoroadamantan-1-yl)methoxy)-2-fluoro-N-(methylsulfonyl)benzamide), solid. The yield is 86.0%. As a reaction SMILES: [CH:1]12[CH2:10]C3CC(CC(C3)[CH:2]1OCC1C(Cl)=CC(C(NS(C)(=O)=O)=O)=C(F)C=1)C2.Cl[C:29]1[C:30]([O:43][CH2:44][C:45]23[CH2:54][CH:49]4[CH2:50][CH:51]([CH2:53][CH:47]([C:48]4([F:56])[F:55])[CH2:46]2)[CH2:52]3)=[CH:31][C:32]([F:42])=[C:33]([CH:41]=1)[C:34]([NH:36][S:37]([CH3:40])(=[O:39])=[O:38])=[O:35]>>[CH:10]1([C:29]2[C:30]([O:43][CH2:44][C:45]34[CH2:46][CH:47]5[CH2:53][CH:51]([CH2:50][CH:49]([C:48]5([F:55])[F:56])[CH2:54]3)[CH2:52]4)=[CH:31][C:32]([F:42])=[C:33]([CH:41]=2)[C:34]([NH:36][S:37]([CH3:40])(=[O:38])=[O:39])=[O:35])[CH2:1][CH2:2]1. Procedure: Following the procedure as described in Example 49 and making variation as required to replace 4-((adamantan-2-yloxy)methyl)-5-chloro-2-fluoro-N-(methylsulfonyl)benzamide with 5-chloro-4-((4,4-difluoroadamantan-1-yl)methoxy)-2-fluoro-N-(methylsulfonyl)benzamide, the title compound was obtained as a colorless solid (0.32 g, 86%): 1H NMR (300 MHz, CDCl3) δ 8.69 (br s, 1H), 7.59 (d, J=9.0 Hz, 1H), 6.53 (d, J=14.1 Hz, 1H), 3.59 (s, 2H), 3.39 (s, 3H), 2.28 (br s, 2H), 2.08-1.92 (m, 6H), 1.53-1.51 (m,... The reactants are C(C1=CC=CC=C1)OC1=CC=C(CNC(CN(S(=O)(=O)C2=CC=C(C=C2)C)C2=C(C(=CC=C2)Cl)C)=O)C=C1 (N-[4-(benzyloxy)benzyl]-N2-(3-chloro-2-methylphenyl)-N2-[(4-methylphenyl)sulfonyl]glycinamide). Reagents/catalysts: [Pd] (Pd—C). The solvent is CO (methanol), C1CCOC1 (THF). Run at time 6.5 hour. Product: ClC=1C(=C(C=CC1)N(CC(=O)NCC1=CC=C(C=C1)O)S(=O)(=O)C1=CC=C(C=C1)C)C (N2-(3-chloro-2-methylphenyl)-N-(4-hydroxybenzyl)-N2-[(4-methylphenyl)sulfonyl] glycinamide). Isolated yield 66.8%. Reaction SMILES: C([O:8][C:9]1[CH:38]=[CH:37][C:12]([CH2:13][NH:14][C:15](=[O:36])[CH2:16][N:17]([C:28]2[CH:33]=[CH:32][CH:31]=[C:30]([Cl:34])[C:29]=2[CH3:35])[S:18]([C:21]2[CH:26]=[CH:25][C:24]([CH3:27])=[CH:23][CH:22]=2)(=[O:20])=[O:19])=[CH:11][CH:10]=1)C1C=CC=CC=1>CO.C1COCC1.[Pd]>[Cl:34][C:30]1[C:29]([CH3:35])=[C:28]([N:17]([S:18]([C:21]2[CH:22]=[CH:23][C:24]([CH3:27])=[CH:25][CH:26]=2)(=[O:19])=[O:20])[CH2:16][C:15]([NH:14][CH2:13][C:12]2[CH:37]=[CH:38][C:9]([OH:8])=[CH:10][CH:11]=2)=[O:36])[CH:33]=[CH:32][CH:31]=1. Reported procedure: 668 mg of N-[4-(benzyloxy)benzyl]-N2-(3-chloro-2-methylphenyl)-N2-[(4-methylphenyl)sulfonyl]glycinamide was dissolved in 5.00 mL of methanol and 2.00 mL of THF, and 70 mg of 10% Pd—C (Kawaken, AD type, water content 54%) was added thereto, followed by stirring at room temperature for 6.5 hours under a hydrogen atmosphere. The reaction liquid was filtered through Celite, the filtrate was evaporated under reduced pressure, and the obtained residue was purified by silica gel column chromatography (... Starting materials: CCC1(CC(=O)OC)OCCc2c1[nH]c1c(CC(O)C[Si](C)(C)C)c(F)ccc21, ClCCl. The product is C=CCc1c(F)ccc2c3c([nH]c12)C(CC)(CC(=O)OC)OCC3. RXN SMILES: [CH3:1][O:2][C:3]([CH2:4][C:5]1([CH2:27][CH3:28])[O:6][CH2:7][CH2:8][c:9]2[c:10]1[nH:11][c:12]1[c:13]([CH2:19][CH:20]([CH2:21][Si:23]([CH3:24])([CH3:25])[CH3:26])[OH:22])[c:14]([F:18])[cH:15][cH:16][c:17]21)=[O:29].[Cl:30][CH2:31][Cl:32]>>[CH3:1][O:2][C:3]([CH2:4][C:5]1([CH2:27][CH3:28])[O:6][CH2:7][CH2:8][c:9]2[c:10]1[nH:11][c:12]1[c:13]([CH2:19][CH:20]=[CH2:21])[c:14]([F:18])[cH:15][cH:16][c:17]21)=[O:29].